This data is from the Open Reaction Database (ORD), a public repository of structured organic reaction records. The task is: describe an organic reaction: reactants, conditions, products, and yield Reactants: O(C1=CC=CC=C1)C(=O)CC(C)NC(=O)N (Phenoxycarbonylpropyleneurea), C(C)O (ethanol), C(CCCCCCCCCCC)(=O)[O-].C(CCCCCCCCCCC)(=O)[O-].C(CCC)[Sn+2]CCCC (Dibutyltin dilaurate). Run in O1CCOCC1 (dioxane). Product: C(C)OC(=O)CC(C)NC(=O)N (Ethoxycarbonylpropyleneurea). Reaction SMILES: [O:1]([C:8]([CH2:10][CH:11]([NH:13][C:14]([NH2:16])=[O:15])[CH3:12])=[O:9])[C:2]1C=CC=C[CH:3]=1.C(O)C.C([O-])(=O)CCCCCCCCCCC.C([O-])(=O)CCCCCCCCCCC.C([Sn+2]CCCC)CCC>O1CCOCC1>[CH2:2]([O:1][C:8]([CH2:10][CH:11]([NH:13][C:14]([NH2:16])=[O:15])[CH3:12])=[O:9])[CH3:3] |f:2.3.4|. Procedure details: Phenoxycarbonylpropyleneurea of 1 g (4.5 mmol) and ethanol of 10 g (21.7 mmol) were dissolved in dioxane of 20 ml by heating. Dibutyltin dilaurate of 10 mg (1%) was added to the resulting solution and the resulting mixture was heated for 5 hours with stirring. After confirming the completion of the reaction by the thin layer chromatography, the reaction product was concentrated and the resulting crude crystals were washed with ether to obtain the aimed substance of 567 mg (80%). The reactants are BrBr (bromine), C(C)OC(COC1=C(C=C(C=C1)C(CC)=O)Cl)=O (Ethyl-2-(2-chloro-4-propionylphenoxy)acetate), BrBr (bromine). The reagents and catalysts are Cl (HCl). Run in CO (methanol). Product: ClC1=C(OCC(=O)OC)C=CC(=C1)C(C(C)Br)=O (methyl 2-[2-chloro-4-(2-bromopropionyl)phenoxy]acetate). Reaction SMILES: [CH2:1]([O:3][C:4](=[O:18])[CH2:5][O:6][C:7]1[CH:12]=[CH:11][C:10]([C:13](=[O:16])[CH2:14][CH3:15])=[CH:9][C:8]=1[Cl:17])C.[Br:19]Br>CO.Cl>[Cl:17][C:8]1[CH:9]=[C:10]([C:13](=[O:16])[CH:14]([Br:19])[CH3:15])[CH:11]=[CH:12][C:7]=1[O:6][CH2:5][C:4]([O:3][CH3:1])=[O:18]. Procedure details: Ethyl-2-(2-chloro-4-propionylphenoxy)acetate(4 g) was dissolved in methanol (40-50 ml). HCl (2 drops, conc) was added, followed by the dropwise addition over 5-10 minutes of bromine (2.62 g, 0.016 mole). After the bromine addition was complete the mixture was heated on a steam bath for 15-30 minutes allowing much of the solvent to evaporate. The residue was washed with cold water and the remaining solid recrystallized several times from hexane to give methyl 2-[2-chloro-4-(2-bromopropionyl)pheno... The reactants are C(#N)C(C(=O)Cl)(C1=CC=CC=C1)CC (2-cyano-2-ethyl-2-phenylacetyl chloride), C(C=C)NCC=C (diallyl amine). Run in ClCCl (dichloromethane). Reaction conditions: temperature 5 celsius, time 2 hour. Product: C(C=C)N(C(C(C1=CC=CC=C1)(CC)C#N)=O)CC=C (N,N-diallyl-2-cyano-2-ethyl-2-phenylacetic acid amide). Yield: 327.6%. Reaction SMILES: [C:1]([C:3]([CH2:13][CH3:14])([C:7]1[CH:12]=[CH:11][CH:10]=[CH:9][CH:8]=1)[C:4](Cl)=[O:5])#[N:2].[CH2:15]([NH:18][CH2:19][CH:20]=[CH2:21])[CH:16]=[CH2:17]>ClCCl>[CH2:15]([N:18]([CH2:19][CH:20]=[CH2:21])[C:4](=[O:5])[C:3]([C:1]#[N:2])([CH2:13][CH3:14])[C:7]1[CH:12]=[CH:11][CH:10]=[CH:9][CH:8]=1)[CH:16]=[CH2:17]. Reported procedure: 10.5 g (0.05 mole) of 2-cyano-2-ethyl-2-phenylacetyl chloride are dissolved in 50 ml of dichloromethane, the solution is cooled to 5° C., and 9.7 g (0.01 mole) of diallyl amine are added to it under maintaining the temperature of the mixture below 10° C. The reaction mixture is stirred at room temperature for 2 hours, then washed with water, dried over anhydrous magnesium sulfate, and the solvent is removed. 8.79 g (65.5%) of N,N-diallyl-2-cyano-2-ethyl-2-phenylacetic acid amide are obtained; m....